describe an organic reaction: reactants, conditions, products, and yield From a dataset of the Open Reaction Database (ORD), a public repository of structured organic reaction records. Reactants: CCCCCC, Cc1cc[nH]n1, Cc1ccc(F)cc1C(=O)N1Cc2cccnc2Nc2ccccc21, [H-], [Na+]. Yields the product Cc1ccn(-c2ccc(C)c(C(=O)N3Cc4cccnc4Nc4ccccc43)c2)n1. As a reaction SMILES: [CH3:34][CH2:35][CH2:36][CH2:37][CH2:38][CH3:39].[CH3:3][c:4]1[n:5][nH:6][cH:7][cH:8]1.[F:9][c:10]1[cH:11][cH:12][c:13]([CH3:33])[c:14]([C:16](=[O:17])[N:18]2[CH2:19][c:20]3[c:21]([n:29][cH:30][cH:31][cH:32]3)[NH:22][c:23]3[c:24]2[cH:25][cH:26][cH:27][cH:28]3)[cH:15]1.[H-:1].[Na+:2]>>[CH3:3][c:4]1[n:5][n:6](-[c:10]2[cH:11][cH:12][c:13]([CH3:33])[c:14]([C:16](=[O:17])[N:18]3[CH2:19][c:20]4[c:21]([n:29][cH:30][cH:31][cH:32]4)[NH:22][c:23]4[c:24]3[cH:25][cH:26][cH:27][cH:28]4)[cH:15]2)[cH:7][cH:8]1. The reactants are C1CCOC1, COC(=O)CCC(C)C1CCC2C3=CC=C4C(C)(C)C(O)CCC4(C)C3CCC21C, CO, [Na+], [OH-]. The product is CC(CCC(=O)O)C1CCC2C3=CC=C4C(C)(C)C(O)CCC4(C)C3CCC21C. As a reaction SMILES: [CH2:31]1[O:32][CH2:33][CH2:34][CH2:35]1.[CH3:1][O:2][C:3]([CH2:4][CH2:5][CH:6]([CH3:7])[CH:8]1[CH2:9][CH2:10][CH:11]2[C:12]3=[CH:13][CH:14]=[C:15]4[C:16]([CH3:28])([CH3:29])[CH:17]([OH:27])[CH2:18][CH2:19][C:20]4([CH3:21])[CH:22]3[CH2:23][CH2:24][C:25]12[CH3:26])=[O:30].[CH3:38][OH:39].[Na+:37].[OH-:36]>>[O:2]=[C:3]([CH2:4][CH2:5][CH:6]([CH3:7])[CH:8]1[CH2:9][CH2:10][CH:11]2[C:12]3=[CH:13][CH:14]=[C:15]4[C:16]([CH3:28])([CH3:29])[CH:17]([OH:27])[CH2:18][CH2:19][C:20]4([CH3:21])[CH:22]3[CH2:23][CH2:24][C:25]12[CH3:26])[OH:30]. Reactants: FC(S(=O)(=O)OC=1C([C@@H]2CC[C@]3([C@@]4(CC[C@@]5([C@@H]([C@H]4CC[C@@H]3[C@]2(CC1)C)[C@@H](CC5)C(=C)C)NCCN5CCS(CC5)(=O)=O)C)C)(C)C)(F)F ((1R,3aS,5aR,5bR,7aR,11aR,11bR,13aR,13bR)-3a-((2-(1,1-dioxidothiomorpholino)ethyl)amino)-5a,5b,8,8,11a-pentamethyl-1-(prop-1-en-2-yl)-2,3,3a,4,5,5a,5b,6,7,7a,8,11,11a,11b,12,13,13a,13b-octadecahydro-1H-cyclopenta[a]chrysen-9-yl trifluoromethanesulfonate), C(C)(C)(C)OC(=O)NC1(C(C1)C=C)C(=O)OCC (ethyl 1-((tert-butoxycarbonyl)amino)-2-vinylcyclopropanecarboxylate), C1(CCCCC1)N(C1CCCCC1)C (N-cyclohexyl-N-methylcyclohexanamine). The reagents and catalysts are [Pd].C(C)(C)(C)P(C(C)(C)C)C(C)(C)C.C(C)(C)(C)P(C(C)(C)C)C(C)(C)C (Bis(tri-tertbutylphosphine) Palladium(0)). Run in O1CCOCC1 (dioxane), C(C)OCC (diethyl ether). Run at temperature 110 celsius. Yields the product C(C)(C)(C)OC(=O)NC1(C(C1)\C=C\C=1C([C@@H]2CC[C@]3([C@@]4(CC[C@@]5([C@@H]([C@H]4CC[C@@H]3[C@]2(CC1)C)[C@@H](CC5)C(=C)C)NCCN5CCS(CC5)(=O)=O)C)C)(C)C)C(=O)OCC (ethyl 1-((tert-butoxycarbonyl)amino)-2-((E)-2-((1R,3aS,5aR,5bR,7aR,11aS,11bR,13aR,13bR)-3a-((2-(1,1-dioxidothiomorpholino)ethyl)amino)-5a,5b,8,8,11a-pentamethyl-1-(prop-1-en-2-yl)-2,3,3a,4,5,5a,5b,6,7,7a,8,11,11a,11b,12,13,13a,13b-octadecahydro-1H-cyclopenta[a]chrysen-9-yl)vinyl)cyclopropanecarboxylate). Reaction SMILES: FC(F)(F)S(O[C:7]1[C:8]([CH3:46])([CH3:45])[C@H:9]2[C@:22]([CH3:25])([CH2:23][CH:24]=1)[C@@H:21]1[C@:12]([CH3:44])([C@@:13]3([CH3:43])[C@H:18]([CH2:19][CH2:20]1)[C@H:17]1[C@H:26]([C:29]([CH3:31])=[CH2:30])[CH2:27][CH2:28][C@:16]1([NH:32][CH2:33][CH2:34][N:35]1[CH2:40][CH2:39][S:38](=[O:42])(=[O:41])[CH2:37][CH2:36]1)[CH2:15][CH2:14]3)[CH2:11][CH2:10]2)(=O)=O.[C:49]([O:53][C:54]([NH:56][C:57]1([C:62]([O:64][CH2:65][CH3:66])=[O:63])[CH2:59][CH:58]1[CH:60]=[CH2:61])=[O:55])([CH3:52])([CH3:51])[CH3:50].C1(N(C)C2CCCCC2)CCCCC1>O1CCOCC1.C(OCC)C.[Pd].C(P(C(C)(C)C)C(C)(C)C)(C)(C)C.C(P(C(C)(C)C)C(C)(C)C)(C)(C)C>[C:49]([O:53][C:54]([NH:56][C:57]1([C:62]([O:64][CH2:65][CH3:66])=[O:63])[CH2:59][CH:58]1/[CH:60]=[CH:61]/[C:7]1[C:8]([CH3:46])([CH3:45])[C@H:9]2[C@:22]([CH3:25])([CH2:23][CH:24]=1)[C@@H:21]1[C@:12]([CH3:44])([C@@:13]3([CH3:43])[C@H:18]([CH2:19][CH2:20]1)[C@H:17]1[C@H:26]([C:29]([CH3:31])=[CH2:30])[CH2:27][CH2:28][C@:16]1([NH:32][CH2:33][CH2:34][N:35]1[CH2:36][CH2:37][S:38](=[O:42])(=[O:41])[CH2:39][CH2:40]1)[CH2:15][CH2:14]3)[CH2:11][CH2:10]2)=[O:55])([CH3:52])([CH3:50])[CH3:51] |f:5.6.7|. Reported procedure: The mixture of (1R,3aS,5aR,5bR,7aR,11aR,11bR,13aR,13bR)-3a-((2-(1,1-dioxidothiomorpholino)ethyl)amino)-5a,5b,8,8,11a-pentamethyl-1-(prop-1-en-2-yl)-2,3,3a,4,5,5a,5b,6,7,7a,8,11,11a,11b,12,13,13a,13b-octadecahydro-1H-cyclopenta[a]chrysen-9-yl trifluoromethanesulfonate (50 mg, 0.070 mmol), ethyl 1-((tert-butoxycarbonyl)amino)-2-vinylcyclopropanecarboxylate (17.76 mg, 0.070 mmol) and N-cyclohexyl-N-methylcyclohexanamine (0.018 mL, 0.083 mmol) in dioxane (1 mL) was placed in a sealable pressure tube... Starting materials: [OH-].[Na+] (sodium hydroxide), ClC=1C=C(C=CC1)C1=C(C(N(C2=NC(=CC=C12)C)CC)=O)C1=C(C(=O)OC)C=CC=C1 (methyl 2-[4-(3-chlorophenyl)-1-ethyl-7-methyl-2-oxo-1,2-dihydro-1,8-naphthyridin-3-yl]benzoate), Cl (hydrochloric acid). Solvent: CO (methanol). The product is ClC=1C=C(C=CC1)C1=C(C(N(C2=NC(=CC=C12)C)CC)=O)C1=C(C(=O)O)C=CC=C1 (2-[4-(3-chlorophenyl)-l-ethyl-7-methyl-2-oxo-1,2-dihydro-1,8-naphthyridin-3-yl]benzoic acid). RXN SMILES: [Cl:1][C:2]1[CH:3]=[C:4]([C:8]2[C:17]3[C:12](=[N:13][C:14]([CH3:18])=[CH:15][CH:16]=3)[N:11]([CH2:19][CH3:20])[C:10](=[O:21])[C:9]=2[C:22]2[CH:31]=[CH:30][CH:29]=[CH:28][C:23]=2[C:24]([O:26]C)=[O:25])[CH:5]=[CH:6][CH:7]=1.[OH-].[Na+].Cl>CO>[Cl:1][C:2]1[CH:3]=[C:4]([C:8]2[C:17]3[C:12](=[N:13][C:14]([CH3:18])=[CH:15][CH:16]=3)[N:11]([CH2:19][CH3:20])[C:10](=[O:21])[C:9]=2[C:22]2[CH:31]=[CH:30][CH:29]=[CH:28][C:23]=2[C:24]([OH:26])=[O:25])[CH:5]=[CH:6][CH:7]=1 |f:1.2|. Reported procedure: A 1.40 g portion of methyl 2-[4-(3-chlorophenyl)-1-ethyl-7-methyl-2-oxo-1,2-dihydro-1,8-naphthyridin-3-yl]benzoate was stirred in 20 ml of methanol and 10 ml of a 1M sodium hydroxide aqueous solution at 60° C. for 15 hours. The reaction mixture was cooled to room temperature and 10 ml of 1M hydrochloric acid was added thereto. The resulting precipitates were collected by filtration and recrystallized from ethyl acetate-diisopropyl ether to obtain 540 mg of 2-[4-(3-chlorophenyl)-l-ethyl-7-methyl-... The reactants are Cc1c(CN2CCN(C(=O)OC(C)(C)C)CC2)sc2c(N3CCOCC3)nc(-c3cnc(N)nc3C(F)(F)F)nc12, C1COCCO1, Cl. The product is Cc1c(CN2CCNCC2)sc2c(N3CCOCC3)nc(-c3cnc(N)nc3C(F)(F)F)nc12. RXN SMILES: [C:1]([O:2][C:3](=[O:4])[N:8]1[CH2:9][CH2:10][N:11]([CH2:14][c:15]2[c:16]([CH3:41])[c:17]3[n:18][c:19](-[c:30]4[c:31]([C:37]([F:38])([F:39])[F:40])[n:32][c:33]([NH2:36])[n:34][cH:35]4)[n:20][c:21]([N:24]4[CH2:25][CH2:26][O:27][CH2:28][CH2:29]4)[c:22]3[s:23]2)[CH2:12][CH2:13]1)([CH3:5])([CH3:6])[CH3:7].[CH2:43]1[O:44][CH2:45][CH2:46][O:47][CH2:48]1.[ClH:42]>>[NH:8]1[CH2:9][CH2:10][N:11]([CH2:14][c:15]2[c:16]([CH3:41])[c:17]3[n:18][c:19](-[c:30]4[c:31]([C:37]([F:38])([F:39])[F:40])[n:32][c:33]([NH2:36])[n:34][cH:35]4)[n:20][c:21]([N:24]4[CH2:25][CH2:26][O:27][CH2:28][CH2:29]4)[c:22]3[s:23]2)[CH2:12][CH2:13]1. Reactants: CCCCC1=C(C=2C=C(C=CC2O1)NS(=O)(=O)C)C(=O)C=3C=CC(=CC3)OCCCN(CCCC)CCCC.Cl (dronedarone hydrochloride), Povidone. The solvent is ClCCl (dichloromethane). Run at temperature 55 celsius. The product is CCCCC1=C(C=2C=C(C=CC2O1)NS(=O)(=O)C)C(=O)C=3C=CC(=CC3)OCCCN(CCCC)CCCC (dronedarone). As a reaction SMILES: [CH3:1][CH2:2][CH2:3][CH2:4][C:5]1[O:13][C:12]2[CH:11]=[CH:10][C:9]([NH:14][S:15]([CH3:18])(=[O:17])=[O:16])=[CH:8][C:7]=2[C:6]=1[C:19]([C:21]1[CH:22]=[CH:23][C:24]([O:27][CH2:28][CH2:29][CH2:30][N:31]([CH2:36][CH2:37][CH2:38][CH3:39])[CH2:32][CH2:33][CH2:34][CH3:35])=[CH:25][CH:26]=1)=[O:20].Cl>ClCCl>[CH3:1][CH2:2][CH2:3][CH2:4][C:5]1[O:13][C:12]2[CH:11]=[CH:10][C:9]([NH:14][S:15]([CH3:18])(=[O:17])=[O:16])=[CH:8][C:7]=2[C:6]=1[C:19]([C:21]1[CH:22]=[CH:23][C:24]([O:27][CH2:28][CH2:29][CH2:30][N:31]([CH2:36][CH2:37][CH2:38][CH3:39])[CH2:32][CH2:33][CH2:34][CH3:35])=[CH:25][CH:26]=1)=[O:20] |f:0.1|. Procedure details: 1 part by weight of dronedarone hydrochloride and 3.0 parts by weight of Povidone PVP K-30 were weighted, and then 12 parts by weight of dichloromethane were added, and stirred until the solution became clarified. The solution was spray dried and at the same time the inlet and outlet temperatures of the spray drier (Mini Spray Dryer, B290, Buchi, Switzerland) were maintained at 90° C. and 55° C. respectively. Then the sample was collect and the solid dispersion of dronedarone was obtained. The reactants are C1(CC1)C=1C=C(C(=NC1)N1CCN(CC1)C(=O)C1=C(C=C(C=C1)Br)Br)C ([4-(5-cyclopropyl-3-methylpyridin-2-yl)piperazin-1-yl](2,4-dibromophenyl)methanone), CN1C(NCC1)=O (1-methylimidazolidin-2-one). The product is CN1C(N(CC1)C1=C(C=CC(=C1)N1C(N(CC1)C)=O)C(=O)N1CCN(CC1)C1=NC=C(C=C1C)C1CC1)=O ([2,4-bis(3-methyl-2-oxoimidazolidin-1-yl)phenyl][4-(5-cyclopropyl-3-methylpyridin-2-yl)piperazin-1-yl]methanone). Yield: 25.7%. As a reaction SMILES: [CH:1]1([C:4]2[CH:5]=[C:6]([CH3:26])[C:7]([N:10]3[CH2:15][CH2:14][N:13]([C:16]([C:18]4[CH:23]=[CH:22][C:21](Br)=[CH:20][C:19]=4Br)=[O:17])[CH2:12][CH2:11]3)=[N:8][CH:9]=2)[CH2:3][CH2:2]1.[CH3:27][N:28]1[CH2:32][CH2:31][NH:30][C:29]1=[O:33]>>[CH3:27][N:28]1[CH2:32][CH2:31][N:30]([C:19]2[CH:20]=[C:21]([N:30]3[CH2:31][CH2:32][N:28]([CH3:27])[C:29]3=[O:33])[CH:22]=[CH:23][C:18]=2[C:16]([N:13]2[CH2:14][CH2:15][N:10]([C:7]3[C:6]([CH3:26])=[CH:5][C:4]([CH:1]4[CH2:3][CH2:2]4)=[CH:9][N:8]=3)[CH2:11][CH2:12]2)=[O:17])[C:29]1=[O:33]. Procedure details: Using [4-(5-cyclopropyl-3-methylpyridin-2-yl)piperazin-1-yl](2,4-dibromophenyl)methanone (238 mg) described in Preparation Example 238 and 1-methylimidazolidin-2-one (149 mg) and by the reaction and treatment in the same manner as in Example 536, the title compound (66 mg) was obtained. The product is C1(=CC=CC=C1)CC(CN)N (3-phenyl-1,2-diamino-propane). The solvent is ClCCl (dichloromethane). Reported procedure: A solution of 2 (18.25 g, 0.125 mol) in dichloromethane (150 mL) was added over 30 min to a 1M solution diisobutylaluminum hydride of DIBAL (500 mL, 0.5 mol) cooled to −10°. The temperature raised to −5° and returned to −10°. The starting material was gone after 15 min (GC). The cooled reaction mixture was treated with 500 mL of aqueous 2N sodium hydroxide at a rate, which kept the temperature under 20°. The resulting mixture was stirred at room temperature for 1 hr and then it was filtered thro... Run at time 15 minute. RXN SMILES: [C:1]1([CH2:7][CH:8]([NH2:11])[C:9]#[N:10])[CH:6]=[CH:5][CH:4]=[CH:3][CH:2]=1.[H-].C([Al+]CC(C)C)C(C)C.CC(C[AlH]CC(C)C)C.[OH-].[Na+]>ClCCl>[C:1]1([CH2:7][CH:8]([NH2:11])[CH2:9][NH2:10])[CH:6]=[CH:5][CH:4]=[CH:3][CH:2]=1 |f:1.2,4.5|. The yield is 67.6%. The reactants are [OH-].[Na+] (sodium hydroxide), C1(=CC=CC=C1)CC(C#N)N (3-Phenyl-2-aminopropanenitrile), solution, [H-].C(C(C)C)[Al+]CC(C)C (diisobutylaluminum hydride), CC(C)C[AlH]CC(C)C (DIBAL). Procedure: Ethyl 2-(4-(6-(4-(6-fluoroindolin-1-yl)piperidin-1-yl)pyridazin-3-yl)-1H-pyrazol-1-yl)acetate was prepared according to the procedure as described in Example 1, Method A, STEP 4, reacting 1-(ethoxycarbonylmethyl)pyrazole-4-boronic acid pinacol ester and 1-(1-(6-chloropyridazin-3-yl)piperidin-4-yl)-6-fluoroindoline. Reactants: C(C)OC(=O)CN1N=CC(=C1)B1OC(C)(C)C(C)(C)O1 (1-(ethoxycarbonylmethyl)pyrazole-4-boronic acid pinacol ester), ClC1=CC=C(N=N1)N1CCC(CC1)N1CCC2=CC=C(C=C12)F (1-(1-(6-chloropyridazin-3-yl)piperidin-4-yl)-6-fluoroindoline). The product is FC1=CC=C2CCN(C2=C1)C1CCN(CC1)C1=CC=C(N=N1)C=1C=NN(C1)CC(=O)OCC (Ethyl 2-(4-(6-(4-(6-fluoroindolin-1-yl)piperidin-1-yl)pyridazin-3-yl)-1H-pyrazol-1-yl)acetate). RXN SMILES: [CH2:1]([O:3][C:4]([CH2:6][N:7]1[CH:11]=[C:10](B2OC(C)(C)C(C)(C)O2)[CH:9]=[N:8]1)=[O:5])[CH3:2].Cl[C:22]1[N:27]=[N:26][C:25]([N:28]2[CH2:33][CH2:32][CH:31]([N:34]3[C:42]4[C:37](=[CH:38][CH:39]=[C:40]([F:43])[CH:41]=4)[CH2:36][CH2:35]3)[CH2:30][CH2:29]2)=[CH:24][CH:23]=1>>[F:43][C:40]1[CH:41]=[C:42]2[C:37]([CH2:36][CH2:35][N:34]2[CH:31]2[CH2:32][CH2:33][N:28]([C:25]3[N:26]=[N:27][C:22]([C:10]4[CH:9]=[N:8][N:7]([CH2:6][C:4]([O:3][CH2:1][CH3:2])=[O:5])[CH:11]=4)=[CH:23][CH:24]=3)[CH2:29][CH2:30]2)=[CH:38][CH:39]=1. Starting materials: FC(C(C#CC1=CC=CC=C1)O)(F)F (1,1,1-trifluoro-4-phenyl-3-butyne-2-ol), C(C(C)C)[Mg]Cl (isobutylmagnesium chloride), CI (methyl iodide), C(C(C)C)Cl (isobutyl chloride), [Mg] (magnesium). The reagents and catalysts are [CH-]1[C-]=[C-][C-]=[C-]1.[CH-]1[C-]=[C-][C-]=[C-]1.Cl[Ti]Cl (dichlorobis(π-cyclopentadienyl)titanium). The solvent is CCOCC (ether). Conditions: time 4 hour. Product: FC(C(\C=C(\C)/C1=CC=CC=C1)O)(F)F ((Z)-1,1,1-trifluoro-4-phenyl-3-pentene-2-ol). Isolated yield 63.0%. Reaction SMILES: [CH2:1]([Mg]Cl)C(C)C.C(Cl)C(C)C.[Mg].[F:13][C:14]([F:26])([F:25])[CH:15]([OH:24])[C:16]#[C:17][C:18]1[CH:23]=[CH:22][CH:21]=[CH:20][CH:19]=1.CI>CCOCC.[CH-]1[C-]=[C-][C-]=[C-]1.[CH-]1[C-]=[C-][C-]=[C-]1.Cl[Ti]Cl>[F:13][C:14]([F:25])([F:26])[CH:15]([OH:24])/[CH:16]=[C:17](\[C:18]1[CH:19]=[CH:20][CH:21]=[CH:22][CH:23]=1)/[CH3:1] |f:6.7.8|. Reported procedure: In an isobutylmagnesium chloride solution that was prepared by reacting isobutyl chloride (3.74 g, 40 mmol) and magnesium (0.97 g, 40 mmol) in dry ether (40 ml) at 0° C., dichlorobis(π-cyclopentadienyl)titanium (0.22 g, 0.9 mmol) and 1,1,1-trifluoro-4-phenyl-3-butyne-2-ol (2 g, 10 mmol) were slowly added at 0° C. After 4 hour agitation of the mixture at room temperature, solvent was removed under heating for 30 min. Next, dry tetrahydrofuran (20 ml) was put into the reaction vessel and further m...